From a dataset of the Open Reaction Database (ORD), a public repository of structured organic reaction records. describe an organic reaction: reactants, conditions, products, and yield Reactants: C1(=CC=C(C=C1)C[C@H](CC(=O)OC(C)(C)C)C(=O)NCC(=O)OC(C)(C)C)C1=CC=CC=C1 ((R)-tert-butyl 3-(biphenyl-4-ylmethyl)-4-(2-tert-butoxy-2-oxoethylamino)-4-oxobutanoate), C1(=CC=C(C=C1)C[C@H](CC(=O)OC(C)(C)C)C(=O)NCC(=O)OC(C)(C)C)C1=CC=CC=C1 ((R)-tert-butyl 3-(biphenyl-4-ylmethyl)-4-(2-tert-butoxy-2-oxoethylamino)-4-oxobutanoate), C(=O)(C(F)(F)F)O (TFA). Solvent: C(Cl)Cl (DCM). Reaction conditions: time 2 hour. Product: C1(=CC=C(C=C1)C[C@H](CC(=O)O)C(=O)NCC(=O)O)C1=CC=CC=C1 ((R)-3-biphenyl-4-ylmethyl-N-carboxymethyl-succinamic acid). Isolated yield 32.0%. Reaction SMILES: [C:1]1([C:28]2[CH:33]=[CH:32][CH:31]=[CH:30][CH:29]=2)[CH:6]=[CH:5][C:4]([CH2:7][C@@H:8]([C:17]([NH:19][CH2:20][C:21]([O:23]C(C)(C)C)=[O:22])=[O:18])[CH2:9][C:10]([O:12]C(C)(C)C)=[O:11])=[CH:3][CH:2]=1.C(O)(C(F)(F)F)=O>C(Cl)Cl>[C:1]1([C:28]2[CH:29]=[CH:30][CH:31]=[CH:32][CH:33]=2)[CH:2]=[CH:3][C:4]([CH2:7][C@@H:8]([C:17]([NH:19][CH2:20][C:21]([OH:23])=[O:22])=[O:18])[CH2:9][C:10]([OH:12])=[O:11])=[CH:5][CH:6]=1. Reported procedure: A solution of (R)-tert-butyl 3-(biphenyl-4-ylmethyl)-4-(2-tert-butoxy-2-oxoethylamino)-4-oxobutanoate (Intermediate 6-1: 40 mg, 0.088 mmol) and TFA (0.5 mL, 6.49 mmol) in DCM (1.5 mL) is allowed to stir for 2 hours at room temperature. The reaction is concentrated under reduced pressure, and the obtained residue is suspended in DCM (0.5 mL) and heptane (2 mL), and collected on a funnel, giving (R)-3-biphenyl-4-ylmethyl-N-carboxymethyl-succinamic acid (9.6 mg). HPLC retention time=1.26 minutes (c... Reactants: BrC(C(=O)C=1C=C2CCC(NC2=CC1)=O)C (6-(α-bromopropionyl)-3,4-dihydrocarbostyril), C(N)(=N)NC(=S)N (amidinothiourea). Run in C(C)O (ethanol). The product is N(C(=N)N)C=1SC(=C(N1)C=1C=C2CCC(NC2=CC1)=O)C (6-(2-Guanidino-5-Methylthiazol-4-yl)-3,4-Dihydrocarbostyril). As a reaction SMILES: Br[CH:2]([CH3:16])[C:3]([C:5]1[CH:6]=[C:7]2[C:12](=[CH:13][CH:14]=1)[NH:11][C:10](=[O:15])[CH2:9][CH2:8]2)=O.[C:17]([NH:20][C:21]([NH2:23])=[S:22])(=[NH:19])[NH2:18]>C(O)C>[NH:20]([C:21]1[S:22][C:2]([CH3:16])=[C:3]([C:5]2[CH:6]=[C:7]3[C:12](=[CH:13][CH:14]=2)[NH:11][C:10](=[O:15])[CH2:9][CH2:8]3)[N:23]=1)[C:17]([NH2:19])=[NH:18]. Reported procedure: A mixture of 6-(α-bromopropionyl)-3,4-dihydrocarbostyril (7 g), amidinothiourea (3.1 g) and absolute ethanol (250 ml) is stirred under reflux overnight. The reaction mixture is cooled to ice bath temperature, and the solid filtered, washed with ethanol, dried, and suspended in aqueous sodium hydroxide. The neutralized solid is filtered, washed with water, dried and recrystallized from 50% aqueous DMF affording the desired product, M.P. >250° C. RXN SMILES: [Cl:1][c:2]1[n:3][c:4]([O:11][c:12]2[c:13]([CH3:22])[cH:14][c:15]([CH:19]3[CH2:20][CH2:21]3)[cH:16][c:17]2[CH3:18])[c:5]2[c:6]([n:7]1)[cH:8][cH:9][nH:10]2.[F:32][C:33]([F:34])([F:35])[C:36]([OH:37])=[O:38].[NH2:23][c:24]1[cH:25][cH:26][c:27]([C:28]#[N:29])[cH:30][cH:31]1.[OH2:39]>>[c:2]1([NH:23][c:24]2[cH:25][cH:26][c:27]([C:28]#[N:29])[cH:30][cH:31]2)[n:3][c:4]([O:11][c:12]2[c:13]([CH3:22])[cH:14][c:15]([CH:19]3[CH2:20][CH2:21]3)[cH:16][c:17]2[CH3:18])[c:5]2[c:6]([n:7]1)[cH:8][cH:9][nH:10]2. Reactants: Cc1cc(C2CC2)cc(C)c1Oc1nc(Cl)nc2cc[nH]c12, O=C(O)C(F)(F)F, N#Cc1ccc(N)cc1, O. Yields the product Cc1cc(C2CC2)cc(C)c1Oc1nc(Nc2ccc(C#N)cc2)nc2cc[nH]c12.